From a dataset of the Open Reaction Database (ORD), a public repository of structured organic reaction records. describe an organic reaction: reactants, conditions, products, and yield Isolated yield 52.7%. The reactants are C(C)C=1C(NC(NC1OC1=CC(=CC(=C1)C)C)=O)=O (5-Ethyl-6-(3,5-dimethylphenoxy)-2,4-pyrimidinedione), ClC=1C=C(CBr)C=C(C1)Cl (3,5-dichlorobenzyl bromide). As a reaction SMILES: [CH2:1]([C:3]1[C:4](=[O:19])[NH:5][C:6](=[O:18])[NH:7][C:8]=1[O:9][C:10]1[CH:15]=[C:14]([CH3:16])[CH:13]=[C:12]([CH3:17])[CH:11]=1)[CH3:2].[Cl:20][C:21]1[CH:22]=[C:23]([CH:26]=[C:27]([Cl:29])[CH:28]=1)[CH2:24]Br>>[Cl:20][C:21]1[CH:22]=[C:23]([CH:26]=[C:27]([Cl:29])[CH:28]=1)[CH2:24][N:7]1[C:8]([O:9][C:10]2[CH:11]=[C:12]([CH3:17])[CH:13]=[C:14]([CH3:16])[CH:15]=2)=[C:3]([CH2:1][CH3:2])[C:4](=[O:19])[NH:5][C:6]1=[O:18]. Reported procedure: 5-Ethyl-6-(3,5-dimethylphenoxy)-2,4-pyrimidinedione and 3,5-dichlorobenzyl bromide were reacted by the same way with the example 1 to obtain the titled compound (220 mg, yield: 52.7%). The product is ClC=1C=C(CN2C(NC(C(=C2OC2=CC(=CC(=C2)C)C)CC)=O)=O)C=C(C1)Cl (1-(3,5-Dichlorobenzyl)-5-ethyl-6-(3,5-dimethylphenoxy)-2,4-pyrimidinedione). Reaction conditions: temperature 80 celsius, time 30 minute. Procedure details: To a scalemic mixture enriched in (1S,4S,5R)-5-ethyl-2-oxabicyclo[2.2.1]heptan-3-one (0.835 g, 5.96 mmol) in 1,4-dioxane (12 mL) was added 2-hydrazinyl-5-tosyl-5H-pyrrolo[2,3-b]pyrazine (step D, 1.810 g, 5.96 mmol). The reaction mixture was heated at about 80° C. for about 16 h then cooled to ambient temperature. 1,4-Dioxane (25 mL) and trimethylaluminum (2 N in toluene, 9 mL, 18 mmol) were added sequentially. The reaction mixture was stirred at ambient temperature for about 30 min then aqueous ... Starting materials: C(C)[C@H]1[C@H]2C(O[C@@H](C1)C2)=O ((1S,4S,5R)-5-ethyl-2-oxabicyclo[2.2.1]heptan-3-one), Cl (HCl), N(N)C=1N=C2C(=NC1)N(C=C2)S(=O)(=O)C2=CC=C(C)C=C2 (2-hydrazinyl-5-tosyl-5H-pyrrolo[2,3-b]pyrazine), C[Al](C)C (trimethylaluminum). Solvent: O1CCOCC1 (1,4-dioxane), O1CCOCC1 (1,4-Dioxane), C(C)[C@H]1[C@H](C[C@H](C1)O)C(=O)NNC=1N=C2C(=NC1)N(C=C2)S(=O)(=O)C2=CC=C(C)C=C2 ((1S,2R,4S)-2-ethyl-4-hydroxy-N′-(5-tosyl-5H-pyrrolo[2,3-b]pyrazin-2-yl)cyclopentanecarbo-hydrazide). Product: C(C)C1C(CC(C1)O)C(=O)NNC=1N=C2C(=NC1)N(C=C2)S(=O)(=O)C2=CC=C(C)C=C2 (2-ethyl-4-hydroxy-N′-(5-tosyl-5H-pyrrolo[2,3-b]pyrazin-2-yl)cyclopentanecarbohydrazide). RXN SMILES: [CH2:1]([C@@H:3]1[CH2:8][C@H:7]2[CH2:9][C@@H:4]1[C:5](=[O:10])[O:6]2)[CH3:2].[NH:11]([C:13]1[N:14]=[C:15]2[CH:21]=[CH:20][N:19]([S:22]([C:25]3[CH:31]=[CH:30][C:28]([CH3:29])=[CH:27][CH:26]=3)(=[O:24])=[O:23])[C:16]2=[N:17][CH:18]=1)[NH2:12].C[Al](C)C.Cl>O1CCOCC1.C([C@@H]1C[C@H](O)C[C@@H]1C(NNC1N=C2C=CN(S(C3C=CC(C)=CC=3)(=O)=O)C2=NC=1)=O)C>[CH2:1]([CH:3]1[CH2:8][CH:7]([OH:6])[CH2:9][CH:4]1[C:5]([NH:12][NH:11][C:13]1[N:14]=[C:15]2[CH:21]=[CH:20][N:19]([S:22]([C:25]3[CH:31]=[CH:30][C:28]([CH3:29])=[CH:27][CH:26]=3)(=[O:24])=[O:23])[C:16]2=[N:17][CH:18]=1)=[O:10])[CH3:2]. The reactants are FC(C=1C=C(C=CC1)C1=NOC2(C1)OC(C1=CC=CC=C12)=O)(F)F (3'-(3-trifluoromethylphenyl)-spiro[isobenzofuran-1(3H), 5'(4'H)-isoxazol]-3-one), Cl (HCl), O (water). Solvent: O1CCOCC1 (dioxane). Yields the product FC(C=1C=C(C=CC1)C1=NOC(=C1)C1=C(C(=O)O)C=CC=C1)(F)F (2-[3-(3-Trifluoromethylphenyl)-5-Isoxazolyl]Benzoic Acid). Yield: 89.0%. Reaction SMILES: [F:1][C:2]([F:24])([F:23])[C:3]1[CH:4]=[C:5]([C:9]2[CH2:13][C:12]3([C:21]4[C:16](=[CH:17][CH:18]=[CH:19][CH:20]=4)[C:15](=[O:22])[O:14]3)[O:11][N:10]=2)[CH:6]=[CH:7][CH:8]=1.Cl.O>O1CCOCC1>[F:24][C:2]([F:1])([F:23])[C:3]1[CH:4]=[C:5]([C:9]2[CH:13]=[C:12]([C:21]3[CH:20]=[CH:19][CH:18]=[CH:17][C:16]=3[C:15]([OH:22])=[O:14])[O:11][N:10]=2)[CH:6]=[CH:7][CH:8]=1. Procedure: A mixture of 0.28 g. of 3'-(3-trifluoromethylphenyl)-spiro[isobenzofuran-1(3H), 5'(4'H)-isoxazol]-3-one, 0.5 ml. of concentrated HCl, 10 ml. of water and 6 ml. of dioxane was stirred at reflux for one hour. The mixture was cooled and filtered to give 0.25 g. of white solid; m.p. 176.5°-178° C. in 89% yield. Starting materials: CC(=O)O (AcOH), CH2N2, BrC1=C(C(=O)O)C=CC=N1 (2-bromonicotinic acid). Run in CCOCC (Et2O), C1CCOC1 (THF). Conditions: time 8 hour. Product: BrC1=C(C(=O)OC)C=CC=N1 (Methyl 2-bromonicotinate). The yield is 75.0%. RXN SMILES: [Br:1][C:2]1[N:10]=[CH:9][CH:8]=[CH:7][C:3]=1[C:4]([OH:6])=[O:5].[CH3:11]C(O)=O>CCOCC.C1COCC1>[Br:1][C:2]1[N:10]=[CH:9][CH:8]=[CH:7][C:3]=1[C:4]([O:6][CH3:11])=[O:5]. Procedure: A solution of CH2N2 (4 eq.) in Et2O (1 M) was added dropwise to a solution of 2-bromonicotinic acid in THF (0.5 M) at RT. The reaction mixture was stirred at room temperature overnight, then quenched by dropwise addition of AcOH (4 eq.). The organic phase was washed with water and brine and dried (MgSO4). Evaporation of the solvent yielded (75%) the title compound which was used in the next step without further purification. 1H NMR (300 MHz, CDCl3, 300K) δ 8.47 (1H, dd, J=4.8 Hz, 2.1 Hz), 8.07 (... Reactants: C1=2C(=O)OC(NC1=CC=CC2)=O (isatoic anhydride), C(CC)N (n-propylamine). Solvent: C(C)(C)O (isopropyl alcohol). The product is NC1=C(C(=O)NCCC)C=CC=C1 (2-amino-N-propylbenzamide). RXN SMILES: [C:1]12[C:7](=[CH:8][CH:9]=[CH:10][CH:11]=1)[NH:6]C(=O)[O:4][C:2]2=O.[CH2:13]([NH2:16])[CH2:14][CH3:15]>C(O)(C)C>[NH2:6][C:7]1[CH:8]=[CH:9][CH:10]=[CH:11][C:1]=1[C:2]([NH:16][CH2:13][CH2:14][CH3:15])=[O:4]. Procedure details: To 32.6 g of isatoic anhydride in 150 ml of isopropyl alcohol was added 25 ml of n-propylamine portionwise as the reaction was exothermic. Evaporation of the solution gave 30 g of 2-amino-N-propylbenzamide as colorless crystals, mp 100°-102° C. To a stirred solution of 25.0 g of 2-amino-N-propylbenzamide in 300 ml of tetrahydrofuran was added 22.9 g of benzoylisothiocyanate over 10 minutes. After 2 hours the mixture was diluted with 100 ml of ether and was filtered to give 30.7 g of 2-[[benzoyla... RXN SMILES: [Br:17][CH2:18][CH2:19][c:20]1[cH:21][cH:22][cH:23][cH:24][cH:25]1.[CH3:26][C:27](=[O:28])[CH2:29][CH3:30].[Cl:31][CH2:32][Cl:33].[K+:11].[K+:12].[O-:13][C:14]([O-:15])=[O:16].[OH:1][c:2]1[cH:3][c:4]2[cH:5][cH:6][nH:7][c:8]2[cH:9][cH:10]1>>[O:1]([c:2]1[cH:3][c:4]2[cH:5][cH:6][nH:7][c:8]2[cH:9][cH:10]1)[CH2:18][CH2:19][c:20]1[cH:21][cH:22][cH:23][cH:24][cH:25]1. Yields the product c1ccc(CCOc2ccc3[nH]ccc3c2)cc1. Reactants: BrCCc1ccccc1, CCC(C)=O, ClCCl, [K+], [K+], O=C([O-])[O-], Oc1ccc2[nH]ccc2c1.